From a dataset of the Open Reaction Database (ORD), a public repository of structured organic reaction records. describe an organic reaction: reactants, conditions, products, and yield The reactants are C1OC=2C=C(CCN)C=CC2O1 (3,4-methylenedioxyphenethylamine), ClC=1C2=C(N=C(N1)C=1C=NC=CC1)SC=C2C (4-chloro-2-(pyridin-3-yl)-5-methyl-thieno-[2,3-d]-pyrimidine). Yields the product N1=CC(=CC=C1)C=1N=C(C2=C(N1)SC=C2C)NCCC2=CC1=C(C=C2)OCO1 (2-(pyridin-3-yl)-4-(3,4-methylenedioxyphenethylamino)-5-methyl-thieno-[2,3-d]-pyrimidine). RXN SMILES: [CH2:1]1[O:12][C:11]2[CH:10]=[CH:9][C:5]([CH2:6][CH2:7][NH2:8])=[CH:4][C:3]=2[O:2]1.Cl[C:14]1[C:15]2[C:28]([CH3:29])=[CH:27][S:26][C:16]=2[N:17]=[C:18]([C:20]2[CH:21]=[N:22][CH:23]=[CH:24][CH:25]=2)[N:19]=1>>[N:22]1[CH:23]=[CH:24][CH:25]=[C:20]([C:18]2[N:19]=[C:14]([NH:8][CH2:7][CH2:6][C:5]3[CH:9]=[CH:10][C:11]4[O:12][CH2:1][O:2][C:3]=4[CH:4]=3)[C:15]3[C:28]([CH3:29])=[CH:27][S:26][C:16]=3[N:17]=2)[CH:21]=1. Procedure: With the procedure of Example 1, the reaction of 3,4-methylenedioxyphenethylamine with 4-chloro-2-(pyridin-3-yl)-5-methyl-thieno-[2,3-d]-pyrimidine yields 2-(pyridin-3-yl)-4-(3,4-methylenedioxyphenethylamino)-5-methyl-thieno-[2,3-d]-pyrimidine. Starting materials: C(C)(=O)SCC(C(=O)O)CC1=CC=CC=C1 (2-Acetylthiomethyl-3-phenylpropionic acid), Cl (hydrochloric acid), [OH-].[Na+] (sodium hydroxide). Solvent: CO (methanol), CO (methanol). Run at time 1 hour. Product: SCC(C(=O)O)CC1=CC=CC=C1 (2-mercaptomethyl-3-phenylpropionic acid). Isolated yield 52.5%. Reaction SMILES: C([S:4][CH2:5][CH:6]([CH2:10][C:11]1[CH:16]=[CH:15][CH:14]=[CH:13][CH:12]=1)[C:7]([OH:9])=[O:8])(=O)C.[OH-].[Na+].Cl>CO>[SH:4][CH2:5][CH:6]([CH2:10][C:11]1[CH:16]=[CH:15][CH:14]=[CH:13][CH:12]=1)[C:7]([OH:9])=[O:8] |f:1.2|. Procedure details: 2-Acetylthiomethyl-3-phenylpropionic acid (18.5 g) is mixed with 70% aqueous methanol (100 ml), and the mixture is stirred at room temperature for one hour under nitrogen while maintaining at pH 13.0 with 20% aqueous sodium hydroxide solution, and thereafter the mixture is adjusted to pH 2.0 with 20% hydrochloric acid, and methanol is distilled off under reduced pressure. The residue is purified by a column chromatography using Diaion HP-20 (eluant, water-acetonitrile). The fractions containing ... Starting materials: CS(=O)(=O)O (CH3SO3H), C(C)(C)(C)OC(=O)N[C@@H]1[C@H]([C@@H](C=C(C1)C(=O)OCC)OC(CC)CC)NC(C(F)F)=O ((3R,4R,5S)-ethyl 5-(tert-butoxycarbonylamino)-4-(2,2-difluoroacetamido)-3-(pentan-3-yloxy)cyclohex-1-enecarboxylate), N[C@H]1[C@@H](C=C(C[C@@H]1NC(=O)OC(C)(C)C)C(=O)OCC)OC(CC)CC ((3R,4R,5S)-ethyl 4-amino-5-(tert-butoxycarbonylamino)-3-(pentan-3-yloxy)cyclohex-1-enecarboxylate), N1(N=NC2=C1C=CC=C2)O (1H-benzo[d][1,2,3]triazol-1-ol), Cl.C(C)N=C=NCCN(C)C (N1-((ethylimino)methylene)-N2,N2-dimethylethane-1,2-diamine hydrochloride), C(C)(C)N(CC)C(C)C (diisopropylethylamine), C1CCOC1 (THF). The solvent is solution, FC(C(=O)O)(F)F (trifluoroacetic acid), C(Cl)Cl (methylene chloride). Reaction conditions: time 4 hour. Product: N[C@@H]1[C@H]([C@@H](C=C(C1)C(=O)OCC)OC(CC)CC)NC(C(F)F)=O ((3R,4R,5S)-ethyl 5-amino-4-(2,2-difluoroacetamido)-3-(pentan-3-yloxy)cyclohex-1-enecarboxylate). As a reaction SMILES: CS(O)(=O)=O.N[C@@H]1[C@@H](NC(OC(C)(C)C)=O)CC(C(OCC)=O)=C[C@H]1OC(CC)CC.N1(O)C2C=CC=CC=2N=N1.Cl.C(N=C=NCCN(C)C)C.C(N(C(C)C)CC)(C)C.C1COCC1.C(OC([NH:74][C@H:75]1[CH2:80][C:79]([C:81]([O:83][CH2:84][CH3:85])=[O:82])=[CH:78][C@@H:77]([O:86][CH:87]([CH2:90][CH3:91])[CH2:88][CH3:89])[C@@H:76]1[NH:92][C:93](=[O:97])[CH:94]([F:96])[F:95])=O)(C)(C)C>FC(F)(F)C(O)=O.C(Cl)Cl>[NH2:74][C@H:75]1[CH2:80][C:79]([C:81]([O:83][CH2:84][CH3:85])=[O:82])=[CH:78][C@@H:77]([O:86][CH:87]([CH2:90][CH3:91])[CH2:88][CH3:89])[C@@H:76]1[NH:92][C:93](=[O:97])[CH:94]([F:96])[F:95] |f:3.4|. Reported procedure: CH3SO3H. To a solution of (3R,4R,5S)-ethyl 4-amino-5-(tert-butoxycarbonylamino)-3-(pentan-3-yloxy)cyclohex-1-enecarboxylate (2 g, 0.0054 mol, 1 eq), 1H-benzo[d][1,2,3]triazol-1-ol (0.867 g, 0.0065 mol, 1.2 eq), N1-((ethylimino)methylene)-N2,N2-dimethylethane-1,2-diamine hydrochloride (1.239 g, 0.0065 mol, 1.2 eq) and diisopropylethylamine (2.212 g, 0.0178 mol, 3.3 eq) in THF (20 ml) 2,2-difluoroacetic acid 3b (0.624 g, 0.0065 mol, 1.2 eq) was added dropwise. The reaction mixture was stirred at r... Reactants: BrC=1C(=CC(=C(C1)NC1=NC(=NC=C1)N)[N+](=O)[O-])F (4-N-(5-bromo-4-fluoro-2-nitrophenyl)pyrimidine-2,4-diamine), O.O.[Sn](Cl)Cl (tin(II) chloride dihydrate). Run in C(C)O (ethanol). Run at temperature 60 celsius, time 1 hour. Yields the product NC1=C(C=C(C(=C1)F)Br)NC1=NC(=NC=C1)N (4-N-(2-amino-5-bromo-4-fluorophenyl)pyrimidine-2,4-diamine). The yield is 77.3%. Reaction SMILES: [Br:1][C:2]1[C:3]([F:19])=[CH:4][C:5]([N+:16]([O-])=O)=[C:6]([NH:8][C:9]2[CH:14]=[CH:13][N:12]=[C:11]([NH2:15])[N:10]=2)[CH:7]=1.O.O.[Sn](Cl)Cl>C(O)C>[NH2:16][C:5]1[CH:4]=[C:3]([F:19])[C:2]([Br:1])=[CH:7][C:6]=1[NH:8][C:9]1[CH:14]=[CH:13][N:12]=[C:11]([NH2:15])[N:10]=1 |f:1.2.3|. Reported procedure: To a solution of 4-N-(5-bromo-4-fluoro-2-nitrophenyl)pyrimidine-2,4-diamine (713 mg, 2.17 mmol) in ethanol (30 mL) was added tin(II) chloride dihydrate (1.72 g, 7.61 mmol) The reaction mixture was stirred at 60° C. for 1 hr. Upon completion, reaction mixture was evaporated to dryness and added to ice water (20 mL). The pH was adjusted to pH10 using sat Na2CO3 solution (30 mL) and EtOAc (30 mL) was added. Saturated Rochelle's salt (20 mL) was added and the mixture stirred until separate layers we... RXN SMILES: [CH2:1]([C:3]1[C:4](=[O:26])[NH:5][C:6](=[O:25])[N:7]([CH:24]=1)[C@@H:8]1[O:23][C@H:12]([CH2:13][N:14](C)[CH2:15]C2C=CC=CC=2)[C@@H:10]([OH:11])[CH2:9]1)[CH3:2]>C(O)C.[Pd]>[CH2:1]([C:3]1[C:4](=[O:26])[NH:5][C:6](=[O:25])[N:7]([CH:24]=1)[C@@H:8]1[O:23][C@H:12]([CH2:13][NH:14][CH3:15])[C@@H:10]([OH:11])[CH2:9]1)[CH3:2]. Run in C(C)O (ethanol), C(C)O (ethanol). Reported procedure: 1.1 g of 2',5'-dideoxy-5-ethyl-5'-(N-methyl-N-benzylamino)uridine were taken up in 75 ml of ethanol and 1 g of 5% palladium-on-carbon catalyst in 25 ml of ethanol was added under a nitrogen atmosphere. The mixture was hydrogenated at room temperature and under atmospheric pressure. The catalyst was removed by filtration and the filtrate was evaporated to give 0.84 g of 2',5'-dideoxy-5-ethyl-5'-methylaminouridine of melting point 145°-147° C. Reactants: C(C)C=1C(NC(N([C@H]2C[C@H](O)[C@@H](CN(CC3=CC=CC=C3)C)O2)C1)=O)=O (2',5'-dideoxy-5-ethyl-5'-(N-methyl-N-benzylamino)uridine). Product: C(C)C=1C(NC(N([C@H]2C[C@H](O)[C@@H](CNC)O2)C1)=O)=O (2',5'-dideoxy-5-ethyl-5'-methylaminouridine). Isolated yield 101.9%. Reagents/catalysts: [Pd] (palladium-on-carbon). Starting materials: C[Si](C#CC[C@@H](C(=O)OC)[C@@H](C)O)(C)C (methyl (2R,3R)-2-(3-trimethylsilyl-2-propyne-1-yl)-3-hydroxybutanoate), [OH-].[Na+] (sodium hydroxide). Yield: 85.9%. Conditions: temperature 23 celsius, time 20 hour. As a reaction SMILES: C[Si](C)(C)[C:3]#[C:4][CH2:5][C@H:6]([C@H:11]([OH:13])[CH3:12])[C:7]([O:9]C)=[O:8].[OH-].[Na+]>C1COCC1.CO>[CH2:5]([C@H:6]([C@H:11]([OH:13])[CH3:12])[C:7]([OH:9])=[O:8])[C:4]#[CH:3] |f:1.2,3.4|. Procedure details: To a solution of methyl (2R,3R)-2-(3-trimethylsilyl-2-propyne-1-yl)-3-hydroxybutanoate (5.6 g, 24.56 mmol) in THF-methanol (3:1, 160 mL) is added 2 M aqueous sodium hydroxide solution (40 mL, 36.8 mmol). The solution is stirred at 23° C. for 20 h, then concentrated and extracted with hexanes (100 mL). The aqueous layer is acidified to pH=3 with 1 M HCl and is extracted with two 100 mL portions of ethyl acetate. The combined organic layers are dried over anhydrous magnesium sulfate and concentrat... The product is C(C#C)[C@@H](C(=O)O)[C@@H](C)O ((2R,3R)-2-(2-propyne-1-yl)-3-hydroxybutanoic acid). The solvent is C1CCOC1.CO (THF methanol).